Dataset: the Open Reaction Database (ORD), a public repository of structured organic reaction records. Task: describe an organic reaction: reactants, conditions, products, and yield Starting materials: ClC=1C=C(C=CC1Cl)C=1SC=C(C1O)C(C)=NN (2-(3,4-dichlorophenyl)-4-(1-hydrazonoethyl)thiophen-3-ol), N(=C=S)CC(=O)OC (methyl 2-isothiocyanatoacetate), CO.O (methanol water). Solvent: CN(C=O)C (dimethyl formamide). Run at temperature 50 celsius, time 2 hour. Product: ClC=1C=C(C=CC1Cl)C1=C(C(=CS1)C(C)=NNC(=S)NCC(=O)OC)O (methyl 2-[(2-{1-[5-(3,4-dichlorophenyl)-4-hydroxythiophen-3-yl]-ethylidene}-hydrazinocarbonothioyl)amino]acetate). Yield: 0.7%. RXN SMILES: [Cl:1][C:2]1[CH:3]=[C:4]([C:9]2[S:10][CH:11]=[C:12]([C:15](=[N:17][NH2:18])[CH3:16])[C:13]=2[OH:14])[CH:5]=[CH:6][C:7]=1[Cl:8].[N:19]([CH2:22][C:23]([O:25][CH3:26])=[O:24])=[C:20]=[S:21].CO.O>CN(C)C=O>[Cl:1][C:2]1[CH:3]=[C:4]([C:9]2[S:10][CH:11]=[C:12]([C:15](=[N:17][NH:18][C:20]([NH:19][CH2:22][C:23]([O:25][CH3:26])=[O:24])=[S:21])[CH3:16])[C:13]=2[OH:14])[CH:5]=[CH:6][C:7]=1[Cl:8] |f:2.3|. Procedure details: A solution of 2-(3,4-dichlorophenyl)-4-(1-hydrazonoethyl)thiophen-3-ol (30 mg, 0.10 mmol) prepared in Reference Synthetic Example 1 and methyl 2-isothiocyanatoacetate (20 mg, 0.15 mmol) in dimethyl formamide (300 μL) was stirred at room temperature, 40° C. and 50° C. for 2 hours, respectively. After addition of methanol-water, the solution was stirred at room temperature for 0.5 hour, and the resulting crystals were collected by filtration as the desired product (yield 0.72%). Starting materials: [N+](=O)([O-])C1=CC=C(C(=O)C2=C(C=C(N2C)CC(=O)OCC)C)C=C1 (ethyl 5-(p-nitrobenzoyl)-1,4-dimethylpyrrole-2-acetate), C(CCCCC)I (n-hexyl iodide). Product: C(C)C=1N(C(=C(C1)C)C(C1=CC=C(C=C1)[N+](=O)[O-])=O)C.C(CCCCC)CC(=O)[O-] (ethyl 5-(p-nitrobenzoyl)-1,4-dimethylpyrrole 2-(α-n-hexyl)-acetate). As a reaction SMILES: [N+:1]([C:4]1[CH:24]=[CH:23][C:7]([C:8]([C:10]2[N:14]([CH3:15])[C:13]([CH2:16][C:17]([O:19]CC)=[O:18])=[CH:12][C:11]=2[CH3:22])=[O:9])=[CH:6][CH:5]=1)([O-:3])=[O:2].C(I)CCCCC>>[CH2:16]([C:13]1[N:14]([CH3:15])[C:10]([C:8](=[O:9])[C:7]2[CH:23]=[CH:24][C:4]([N+:1]([O-:3])=[O:2])=[CH:5][CH:6]=2)=[C:11]([CH3:22])[CH:12]=1)[CH3:17].[CH2:13]([CH2:16][C:17]([O-:19])=[O:18])[CH2:12][CH2:11][CH2:10][CH2:8][CH3:7] |f:2.3|. Procedure: The alkylation procedure of Example 77A is performed upon ethyl 5-(p-nitrobenzoyl)-1,4-dimethylpyrrole-2-acetate (from Example 85), using an equivalent quantity of n-hexyl iodide instead of methyl iodide used in Example 77A to yield ethyl 5-(p-nitrobenzoyl)-1,4-dimethylpyrrole-2-(α-n-hexyl)-acetate. Starting materials: CC1CC2=C(NC(=N2)CC(=O)C2=CC=C(C=C2)F)CC1C (2-(5,6-Dimethyl-4,5,6,7-tetrahydro-1H-benzimidazol-2-yl)-1-(4-fluorophenyl)ethanone), C(C#C)(=O)O (propiolic acid), N1(C=NC=C1)C(=O)N1C=NC=C1 (1-(1H-imidazol-1-ylcarbonyl)-1H-imidazole). Product: FC1=CC=C(C(=O)C=2C=CC(N3C2NC2=C3CC(C(C2)C)C)=O)C=C1 (4-(4-Fluorobenzoyl)-7,8-dimethyl-6,7,8,9-tetrahydropyrido[1,2-a]benzimidazol-1(5H)one). Reaction SMILES: [CH3:1][CH:2]1[CH:20]([CH3:21])[CH2:19][C:5]2[NH:6][C:7]([CH2:9][C:10]([C:12]3[CH:17]=[CH:16][C:15]([F:18])=[CH:14][CH:13]=3)=[O:11])=[N:8][C:4]=2[CH2:3]1.[C:22](O)(=[O:25])[C:23]#[CH:24].N1(C(N2C=CN=C2)=O)C=CN=C1>>[F:18][C:15]1[CH:14]=[CH:13][C:12]([C:10]([C:9]2[CH:24]=[CH:23][C:22](=[O:25])[N:6]3[C:5]4[CH2:19][CH:20]([CH3:21])[CH:2]([CH3:1])[CH2:3][C:4]=4[NH:8][C:7]=23)=[O:11])=[CH:17][CH:16]=1. Procedure: The compounds are prepared as described in example 10 with 200 mg (0.70 mmol) of 2-(5,6-Dimethyl-4,5,6,7-tetrahydro-1H-benzimidazol-2-yl)-1-(4-fluorophenyl)ethanone (example XIV), 73.3 mg (1.05 mmol) of propiolic acid and 204 mg (1.26 mmol) of 1-(1H-imidazol-1-ylcarbonyl)-1H-imidazole. Starting materials: CO, COC(=O)c1csc(-c2ccnn2C)c1, [Na+], [OH-]. The product is Cn1nccc1-c1cc(C(=O)O)cs1. As a reaction SMILES: [CH3:18][OH:19].[CH3:1][O:2][C:3](=[O:4])[c:5]1[cH:6][s:7][c:8](-[c:10]2[n:11]([CH3:15])[n:12][cH:13][cH:14]2)[cH:9]1.[Na+:17].[OH-:16]>>[O:2]=[C:3]([OH:4])[c:5]1[cH:6][s:7][c:8](-[c:10]2[n:11]([CH3:15])[n:12][cH:13][cH:14]2)[cH:9]1. Starting materials: C(C)OC(=O)C=1C=NN(C1)C1=NC2=C(N1)C=C(C(=C2)SC=2C=C(C=CC2)C)Cl (1-(6-chloro-5-m-tolylsulfanyl-1H-benzoimidazol-2-yl)-1H-pyrazole-4-carboxylic acid ethyl ester), C1CCOC1 (THF), O[Li].O (LiOH.H2O). Run in O (water). Reaction conditions: temperature 23 celsius, time 18 hour. The product is ClC=1C(=CC2=C(NC(=N2)N2N=CC(=C2)C(=O)O)C1)SC=1C=C(C=CC1)C (1-(6-chloro-5-m-tolylsulfanyl-1H-benzoimidazol-2-yl)-1H-pyrazole-4-carboxylic acid). Isolated yield 91.3%. As a reaction SMILES: C([O:3][C:4]([C:6]1[CH:7]=[N:8][N:9]([C:11]2[NH:15][C:14]3[CH:16]=[C:17]([Cl:28])[C:18]([S:20][C:21]4[CH:22]=[C:23]([CH3:27])[CH:24]=[CH:25][CH:26]=4)=[CH:19][C:13]=3[N:12]=2)[CH:10]=1)=[O:5])C.C1COCC1.O[Li].O>O>[Cl:28][C:17]1[C:18]([S:20][C:21]2[CH:22]=[C:23]([CH3:27])[CH:24]=[CH:25][CH:26]=2)=[CH:19][C:13]2[N:12]=[C:11]([N:9]3[CH:10]=[C:6]([C:4]([OH:5])=[O:3])[CH:7]=[N:8]3)[NH:15][C:14]=2[CH:16]=1 |f:2.3|. Procedure details: To a mixture of 1-(6-chloro-5-m-tolylsulfanyl-1H-benzoimidazol-2-yl)-1H-pyrazole-4-carboxylic acid ethyl ester (0.100 g, 0.242 mmol), THF (1 mL), and water (0.3 mL) was added LiOH.H2O (40.7 mg, 0.969 mmol). The mixture was stirred for 18 h at 23° C. The solvent was evaporated, water (3 mL) was added and the mixture acidified with 1M HCl. The resulting white precipitate was filtered and dried to yield the titled compound (85.0 mg, 89%). MS (ESI/CI): mass calcd. for C18H13ClN4O2S, 384.0; m/z found... Reactants: [BH4-], CC(=O)O[BH-](OC(C)=O)OC(C)=O, CCOCc1nc2cnc3ccccc3c2n1N, CC(=O)O, CO, NN, [Na+], [Na+], O=C1CCCCC1. As a reaction SMILES: [BH4-:46].[C:30]([O:31][BH-:32]([O:33][C:34](=[O:35])[CH3:36])[O:37][C:38](=[O:39])[CH3:40])(=[O:41])[CH3:42].[CH2:1]([CH3:2])[O:3][CH2:4][c:5]1[n:6]([NH2:18])[c:7]2[c:8]([cH:9][n:10][c:11]3[cH:12][cH:13][cH:14][cH:15][c:16]23)[n:17]1.[CH3:26][C:27](=[O:28])[OH:29].[CH3:48][OH:49].[NH2:44][NH2:45].[Na+:43].[Na+:47].[O:19]=[C:20]1[CH2:21][CH2:22][CH2:23][CH2:24][CH2:25]1>>[CH2:1]([CH3:2])[O:3][CH2:4][c:5]1[n:6]([NH:18][CH:20]2[CH2:21][CH2:22][CH2:23][CH2:24][CH2:25]2)[c:7]2[c:8]([cH:9][n:10][c:11]3[cH:12][cH:13][cH:14][cH:15][c:16]23)[n:17]1. Product: CCOCc1nc2cnc3ccccc3c2n1NC1CCCCC1. Procedure details: 217 mg of potassium t-butoxide were added, whilst ice-cooling, to a solution of 450 mg of ethyl 2-ethoxymethyl-4-(1-hydroxy-1-methylethyl)imidazole-5-carboxylate [prepared as described in Preparation 44(iii)] in 5 ml of N,N-dimethylacetamide, and the mixture was stirred for 30 minutes. At the end of this time, a solution of 1.47 g of 4-[2-(trityltetrazol-5-yl)phenyl]benzyl bromide in 10 ml of N,N-dimethylacetamide was added dropwise to the mixture. The mixture was stirred at room temperature for... Run in CN(C(C)=O)C (N,N-dimethylacetamide), CN(C(C)=O)C (N,N-dimethylacetamide), O (water). The yield is 93.3%. Yields the product C(C)OCC=1N(C(=C(N1)C(C)(C)O)C(=O)OCC)CC1=CC=C(C=C1)C1=C(C=CC=C1)C1=NN=NN1C(C1=CC=CC=C1)(C1=CC=CC=C1)C1=CC=CC=C1 (Ethyl 2-ethoxymethyl-4-(1-hydroxy-1-methylethyl)-1-{4-[2-(trityltetrazol-5-yl)phenyl]phenyl}methylimidazole-5-carboxylate). Run at time 30 minute. The reactants are CC(C)([O-])C.[K+] (potassium t-butoxide), C(C)OCC=1NC(=C(N1)C(C)(C)O)C(=O)OCC (ethyl 2-ethoxymethyl-4-(1-hydroxy-1-methylethyl)imidazole-5-carboxylate), C(C1=CC=CC=C1)(C1=CC=CC=C1)(C1=CC=CC=C1)N1N=NN=C1C1=C(C=CC=C1)C1=CC=C(CBr)C=C1 (4-[2-(trityltetrazol-5-yl)phenyl]benzyl bromide), C(C)(=O)OCC (ethyl acetate). As a reaction SMILES: CC(C)([O-])C.[K+].[CH2:7]([O:9][CH2:10][C:11]1[NH:12][C:13]([C:20]([O:22][CH2:23][CH3:24])=[O:21])=[C:14]([C:16]([OH:19])([CH3:18])[CH3:17])[N:15]=1)[CH3:8].[C:25]([N:44]1[C:48]([C:49]2[CH:54]=[CH:53][CH:52]=[CH:51][C:50]=2[C:55]2[CH:62]=[CH:61][C:58]([CH2:59]Br)=[CH:57][CH:56]=2)=[N:47][N:46]=[N:45]1)([C:38]1[CH:43]=[CH:42][CH:41]=[CH:40][CH:39]=1)([C:32]1[CH:37]=[CH:36][CH:35]=[CH:34][CH:33]=1)[C:26]1[CH:31]=[CH:30][CH:29]=[CH:28][CH:27]=1.C(OCC)(=O)C>CN(C)C(=O)C.O>[CH2:7]([O:9][CH2:10][C:11]1[N:12]([CH2:59][C:58]2[CH:57]=[CH:56][C:55]([C:50]3[CH:51]=[CH:52][CH:53]=[CH:54][C:49]=3[C:48]3[N:44]([C:25]([C:38]4[CH:43]=[CH:42][CH:41]=[CH:40][CH:39]=4)([C:32]4[CH:33]=[CH:34][CH:35]=[CH:36][CH:37]=4)[C:26]4[CH:31]=[CH:30][CH:29]=[CH:28][CH:27]=4)[N:45]=[N:46][N:47]=3)=[CH:62][CH:61]=2)[C:13]([C:20]([O:22][CH2:23][CH3:24])=[O:21])=[C:14]([C:16]([OH:19])([CH3:17])[CH3:18])[N:15]=1)[CH3:8] |f:0.1|.